Dataset: the Open Reaction Database (ORD), a public repository of structured organic reaction records. Task: describe an organic reaction: reactants, conditions, products, and yield The reactants are C(C)OC(C#CC(O)(C=1C=NC=CC1)C(C1=C(C=C(C=C1)Cl)Cl)C)OCC (α-(3,3-diethoxy-1-propynyl)-α-(2,4-dichloro-α-methylbenzyl)-3-pyridinemethanol), C([O-])(O)=O.[Na+] (sodium bicarbonate). The solvent is S(O)(O)(=O)=O (sulphuric acid). Yields the product ClC1=C(C(C)C2(OC=CC2=O)C=2C=NC=CC2)C=CC(=C1)Cl (2-(2,4-dichloro-α-methylbenzyl)-2-(3-pyridyl)-3(2H)-furanone). Reaction SMILES: C(O[CH:4]([O:25]CC)[C:5]#[C:6][C:7]([CH:15]([CH3:24])[C:16]1[CH:21]=[CH:20][C:19]([Cl:22])=[CH:18][C:17]=1[Cl:23])([C:9]1[CH:10]=[N:11][CH:12]=[CH:13][CH:14]=1)O)C.C(=O)(O)[O-:29].[Na+]>S(=O)(=O)(O)O>[Cl:23][C:17]1[CH:18]=[C:19]([Cl:22])[CH:20]=[CH:21][C:16]=1[CH:15]([C:7]1([C:9]2[CH:10]=[N:11][CH:12]=[CH:13][CH:14]=2)[C:6](=[O:29])[CH:5]=[CH:4][O:25]1)[CH3:24] |f:1.2|. Reported procedure: A solution of 1 g of α-(3,3-diethoxy-1-propynyl)-α-(2,4-dichloro-α-methylbenzyl)-3-pyridinemethanol in 30 ml of 4N sulphuric acid is heated at 120° C. for 1.5 hours while stirring and the reaction mixture is subsequently left to cool to room temperature, neutralized with solid sodium bicarbonate and extracted with methylene chloride. The organic phase is washed three times with saturated aqueous sodium chloride solution and evaporated under reduced pressure. Thereafter, the residue is subjected ... Starting materials: NC1=CC2=C(CNC(NC2)=O)C=C1 (7-amino-1,2,4,5-tetrahydro-(2,4)-benzodiazepin-3-one), ClC1=NC=C(C(=N1)NC1=C(C=CC=C1)NS(=O)(=O)C)Cl (N-[2-(2,5-Dichloro-pyrimidin-4-ylamino)-phenyl]-methanesulfonamide), Cl.O1CCOCC1 (HCl Dioxane), Cl (HCl). Solvent: C(C)(C)O (isopropanol). Yields the product ClC=1C(=NC(=NC1)NC1=CC2=C(CNC(NC2)=O)C=C1)NC1=C(C=CC=C1)NS(=O)(=O)C (N-{2-[5-Chloro-2-(3-oxo-2,3,4,5-tetrahydro-1H-benzo[e][1,3]diazepin-7-ylamino)-pyrimidin-4-ylamino]-phenyl}-methanesulfonamide). The yield is 1.0%. RXN SMILES: [NH2:1][C:2]1[CH:13]=[CH:12][C:5]2[CH2:6][NH:7][C:8](=[O:11])[NH:9][CH2:10][C:4]=2[CH:3]=1.Cl[C:15]1[N:20]=[C:19]([NH:21][C:22]2[CH:27]=[CH:26][CH:25]=[CH:24][C:23]=2[NH:28][S:29]([CH3:32])(=[O:31])=[O:30])[C:18]([Cl:33])=[CH:17][N:16]=1.Cl.O1CCOCC1.Cl>C(O)(C)C>[Cl:33][C:18]1[C:19]([NH:21][C:22]2[CH:27]=[CH:26][CH:25]=[CH:24][C:23]=2[NH:28][S:29]([CH3:32])(=[O:31])=[O:30])=[N:20][C:15]([NH:1][C:2]2[CH:13]=[CH:12][C:5]3[CH2:6][NH:7][C:8](=[O:11])[NH:9][CH2:10][C:4]=3[CH:3]=2)=[N:16][CH:17]=1 |f:2.3|. Procedure: A solution of 7-amino-1,2,4,5-tetrahydro-(2,4)-benzodiazepin-3-one (75.0 mg, 0.42 mmol) in isopropanol (3 mL) was treated with N-[2-(2,5-Dichloro-pyrimidin-4-ylamino)-phenyl]-methanesulfonamide (140.2 mg, 0.42 mmol) and 4N HCl/Dioxane (0.106 mL, 0.50 mmol). The reaction mixture was irradiated at 130° C. for a total of 60 minutes. The reaction mixture was then reduced en vacuo and the product was purified and isolated flash column chromatography (0% MeOH/DCM-15% MeOH/DCM) to afford 1.98 mg of N-{... Starting materials: C(C)(C)(C)OC(=O)[C@@H]1N(CCC1)C(CNC1=CC(=CC=C1)NCC(=O)N1[C@H](CCC1)C(=O)OC(C)(C)C)=O ((R)-1-[[3-[2-[(R)-2-tert-butoxycarbonyl-pyrrolidin-1-yl]-2-oxo-ethylamino]-phenylamino]-acetyl]-pyrrolidine-2-carboxylic acid tert-butyl ester), FC(C(=O)O)(F)F (trifluoroacetic acid). Conditions: time 8 hour. Product: FC(C(=O)O)(F)F.C(=O)(O)[C@@H]1N(CCC1)C(CNC=1C=C(C=CC1)NCC(=O)N1[C@H](CCC1)C(=O)O)=O ((R)-1-[[3-[2-[(R)-2-Carboxy-pyrrolidin-1-yl]-2-oxo-ethylamino]-phenylamino]-acetyl]-pyrrolidine-2-carboxylic acid trifluoroacetate). The yield is 63.0%. As a reaction SMILES: C([O:5][C:6]([C@H:8]1[CH2:12][CH2:11][CH2:10][N:9]1[C:13](=[O:38])[CH2:14][NH:15][C:16]1[CH:21]=[CH:20][CH:19]=[C:18]([NH:22][CH2:23][C:24]([N:26]2[CH2:30][CH2:29][CH2:28][C@@H:27]2[C:31]([O:33]C(C)(C)C)=[O:32])=[O:25])[CH:17]=1)=[O:7])(C)(C)C.[F:39][C:40]([F:45])([F:44])[C:41]([OH:43])=[O:42]>>[F:39][C:40]([F:45])([F:44])[C:41]([OH:43])=[O:42].[C:31]([C@H:27]1[CH2:28][CH2:29][CH2:30][N:26]1[C:24](=[O:25])[CH2:23][NH:22][C:18]1[CH:17]=[C:16]([NH:15][CH2:14][C:13]([N:9]2[CH2:10][CH2:11][CH2:12][C@@H:8]2[C:6]([OH:7])=[O:5])=[O:38])[CH:21]=[CH:20][CH:19]=1)([OH:33])=[O:32] |f:2.3|. Reported procedure: A solution of 170 mg (0.32 mmol) (R)-1-[[3-[2-[(R)-2-tert-butoxycarbonyl-pyrrolidin-1-yl]-2-oxo-ethylamino]-phenylamino]-acetyl]-pyrrolidine-2-carboxylic acid tert-butyl ester in 4 ml trifluoroacetic acid was stirred for 4 h at room temperature. The solvent was removed in vacuo and the residue suspended in 10 ml ether. The resulting suspension was stirred overnight. Filtration and drying gave 130 mg (63%) of the title compound as a brown foam. The reactants are CN(CCCOC1=C(C=O)C=CC=C1)C (2-(3-dimethylaminopropoxy)benzaldehyde), Cl.NCC(=O)N (glycinamide, hydrochloride), [OH-].[K+] (potassium hydroxide). Run in C(C)O (ethanol). Product: CN(CCCOC1=C(C=CC=C1)C=NCC(=O)N)C (2-[[[2-[3-(Dimethylamino)propoxy]phenyl]methylene]amino]acetamide). Isolated yield 93.9%. As a reaction SMILES: [CH3:1][N:2]([CH3:15])[CH2:3][CH2:4][CH2:5][O:6][C:7]1[CH:14]=[CH:13][CH:12]=[CH:11][C:8]=1[CH:9]=O.Cl.[NH2:17][CH2:18][C:19]([NH2:21])=[O:20].[OH-].[K+]>C(O)C>[CH3:1][N:2]([CH3:15])[CH2:3][CH2:4][CH2:5][O:6][C:7]1[CH:14]=[CH:13][CH:12]=[CH:11][C:8]=1[CH:9]=[N:17][CH2:18][C:19]([NH2:21])=[O:20] |f:1.2,3.4|. Procedure details: Fifteen grams of 2-(3-dimethylaminopropoxy)benzaldehyde and 8.1 g of glycinamide, hydrochloride are reacted in 300 ml of ethanol in the presence of 4.8 g of 85% potassium hydroxide as described in Example 1 to give 20 g of a crude semi-solid product. The crude product is triturated with 100 ml of isopropyl ether and cooled to yield 17.9 g of solid; melting point 71°-73° C. (sintering at 60° C.).